Dataset: the Open Reaction Database (ORD), a public repository of structured organic reaction records. Task: describe an organic reaction: reactants, conditions, products, and yield Reactants: CC1=NC(=NC=C1)C#N (4-methyl-2-pyrimidinecarbonitrile), O.NN (hydrazine hydrate). The solvent is C(C)O (ethanol). The product is CC1=NC(=NC=C1)C(NN)=N (4-Methyl-2-pyrimidinecarboximidohydrazide). Reaction SMILES: [CH3:1][C:2]1[CH:7]=[CH:6][N:5]=[C:4]([C:8]#[N:9])[N:3]=1.O.[NH2:11][NH2:12]>C(O)C>[CH3:1][C:2]1[CH:7]=[CH:6][N:5]=[C:4]([C:8](=[NH:9])[NH:11][NH2:12])[N:3]=1 |f:1.2|. Procedure details: 4-methyl-2-pyrimidinecarbonitrile (I98)(0.190 g, 1.595 mmol) was dissolved in ethanol (3.19 ml) and hydrazine hydrate (0.100 ml, 3.19 mmol) was added. The reaction mixture was left at reflux for 2.5 hours. TLC showed that no starting material remained so the solvent was removed under reduced pressure to afford the crude desired product in 247 mg.